This data is from the Open Reaction Database (ORD), a public repository of structured organic reaction records. The task is: describe an organic reaction: reactants, conditions, products, and yield Reaction SMILES: ClC1C=CC2N(C(C(F)F)=NN=2)N=1.[F:14][C:15]1[CH:16]=[C:17]([CH:38]=[C:39]([S:41]([CH3:44])(=[O:43])=[O:42])[CH:40]=1)[CH2:18][N:19]1[CH2:24][CH2:23][N:22]([C:25]2[CH:26]=[CH:27][C:28]3[N:29]([C:31]([C:34](F)([F:36])[F:35])=[N:32][N:33]=3)[N:30]=2)[CH2:21][CH2:20]1>>[F:36][CH:34]([F:35])[C:31]1[N:29]2[N:30]=[C:25]([N:22]3[CH2:23][CH2:24][N:19]([CH2:18][C:17]4[CH:38]=[C:39]([S:41]([CH3:44])(=[O:42])=[O:43])[CH:40]=[C:15]([F:14])[CH:16]=4)[CH2:20][CH2:21]3)[CH:26]=[CH:27][C:28]2=[N:33][N:32]=1. Procedure: Obtained in 55% yield by General Synthetic Method 5, starting from 6-chloro-3-difluoromethyl-[1,2,4]triazolo[4,3-b]pyridazine and 3-fluoro-5-methylsulfonylbenzaldehyde (obtained as described in Example 778, preparation of starting materials). Product: FC(C1=NN=C2N1N=C(C=C2)N2CCN(CC2)CC2=CC(=CC(=C2)S(=O)(=O)C)F)F (3-(difluoromethyl)-6-[4-[3-fluoro-5-(methylsulfonyl)benzyl]piperazin-1-yl][1,2,4]triazolo[4,3-b]pyridazine). Reactants: ClC=1C=CC=2N(N1)C(=NN2)C(F)F (6-chloro-3-difluoromethyl-[1,2,4]triazolo[4,3-b]pyridazine), FC=1C=C(CN2CCN(CC2)C=2C=CC=3N(N2)C(=NN3)C(F)(F)F)C=C(C1)S(=O)(=O)C (6-[4-[3-fluoro-5-(methylsulfonyl)benzyl]piperazin-1-yl]-3-(trifluoromethyl)[1,2,4]triazolo[4,3-b]pyridazine). Isolated yield 55.0%. The reactants are colorless solid, ( w ), ( s ), ( s ), ( w ), ( w ), ( w ), ( s ), C15H23N3, ( s ), ( w ), ( w ), ( s ), ( m ), ( w ), ( w ), ( m ), ( m ), ( 18 ), ( 9 ), ( 57 ), ( 7 ), ( 44 ), CN1C2=C(N(CC1)C)C=NC=C2 (1,4-Dimethy-1,2,3,4-tetrahydropyrido[3,4-b]pyrazine), ( 7 ), ( 15 ), CN1C2=C(N(CC1)C)C=NC=C2 (1,4-Dimethy-1,2,3,4-tetrahydropyrido[3,4-b]pyrazine), ( 16 ), CN1C2=C(N(CC1)C)C=NC=C2 (1,4-Dimethy-1,2,3,4-tetrahydropyrido[3,4-b]pyrazine), ( 12 ), CN1C2=C(N(CC1)C)C=NC=C2 (1,4-Dimethy-1,2,3,4-tetrahydropyrido[3,4-b]pyrazine), C(C)(=O)N1C2=C(N(CC1)C(C)=O)C=CN=C2 (1-(4-Acetyl-3,4-dihydro-2H-pyrido[3,4-b]pyrazin-1-yl)ethanone), ( m ), ( s ), ( w ), ( w ). The solvent is CCOC(=O)C.CO (EtOAc MeOH). The product is C(C)N1C2=C(N(C3CCCCC13)CC)C=NC=C2 (5,10-Diethyl-5,5a,6,7,8,9,9a,10-octahydropyrido[3,4-b]quinoxaline). Reaction SMILES: CN1CCN(C)[C:4]2[CH:9]=NC=[CH:12][C:3]1=2.[C:13]([N:16]1[CH2:21][CH2:20][N:19]([C:22](=O)[CH3:23])[C:18]2[CH:25]=[CH:26][N:27]=[CH:28][C:17]1=2)(=O)[CH3:14]>CCOC(C)=O.CO>[CH2:22]([N:19]1[CH:20]2[CH:21]([CH2:12][CH2:3][CH2:4][CH2:9]2)[N:16]([CH2:13][CH3:14])[C:17]2[CH:28]=[N:27][CH:26]=[CH:25][C:18]1=2)[CH3:23] |f:2.3|. Procedure details: A suspension of 0.77 g (5.80 mmol) of AlCl3 in 30 ml of MTBE was stirred at room temperature for 45 minutes and subsequently cooled to 0° C. and 1.32 g (9.35 mmol) of LiAlH4 were then added in small portions. After the addition was complete and the mixture had been stirred for another 15 minutes, compound 14 (0.64 g, 2.23 mmol) was added and the mixture was stirred at 0° C. for 1 hour. It was subsequently refluxed for 8 hours and then cooled to room temperature and poured into ice water. The ino... The reactants are CCOCC, CC(C)=O, CCCCC, [I-], [Na+], C=C(C)C1(O)C(OC)C(OC)COC1(O)C(O)S(=O)(=O)c1ccc(C)cc1. Product: C=C(C)C1(O)C(OC)C(OC)COC1(O)CI. As a reaction SMILES: [CH2:39]([O:40][CH2:41][CH3:42])[CH3:43].[CH3:30][C:31](=[O:32])[CH3:33].[CH3:34][CH2:35][CH2:36][CH2:37][CH3:38].[I-:29].[Na+:28].[c:1]1([CH3:2])[cH:3][cH:4][c:5]([S:6](=[O:8])(=[O:9])[CH:10]([OH:7])[C:12]2([OH:13])[C:14]([OH:15])([C:24](=[CH2:25])[CH3:26])[CH:16]([O:17][CH3:18])[CH:19]([O:20][CH3:21])[CH2:22][O:23]2)[cH:11][cH:27]1>>[CH2:10]([C:12]1([OH:13])[C:14]([OH:15])([C:24](=[CH2:25])[CH3:26])[CH:16]([O:17][CH3:18])[CH:19]([O:20][CH3:21])[CH2:22][O:23]1)[I:29]. Starting materials: C1(=CC=CC=C1)C1=C(N=CS1)CN1C(C2=CC=CC=C2C1=O)=O (2-(5-phenylthiazol-4-ylmethyl)isoindole-1,3-dione), NN (hydrazine). The solvent is CO (methanol), C(C)(=O)OCC (ethyl acetate). Reaction conditions: time 8 hour. Product: C1(=CC=CC=C1)C1=C(N=CS1)CN (C-(5-Phenyl-thiazol-4-yl)-methylamine). Yield: 85.4%. As a reaction SMILES: [C:1]1([C:7]2[S:11][CH:10]=[N:9][C:8]=2[CH2:12][N:13]2C(=O)C3C(=CC=CC=3)C2=O)[CH:6]=[CH:5][CH:4]=[CH:3][CH:2]=1.NN>CO.C(OCC)(=O)C>[C:1]1([C:7]2[S:11][CH:10]=[N:9][C:8]=2[CH2:12][NH2:13])[CH:2]=[CH:3][CH:4]=[CH:5][CH:6]=1. Procedure: Prepare a cold (0° C.) solution of 2-(5-phenylthiazol-4-ylmethyl)isoindole-1,3-dione (260 mg, 0.8 mmol) in methanol (15 mL). Add hydrazine (0.05 mL, 1.6 mmol). Warm the reaction to room temperature and stir overnight. Concentrate the reaction in vacuo. Dissolve the residue in ethyl acetate (25 mL) and filter to remove solids. Concentrate the filtrate in vacuo to an oil. Chromatograph (silica gel, 93:6:1 CHCl3/MeOH/concentrated NH4OH) to afford the title compound (130 mg). 1H NMR (CDCl3) δ 8.75 (... Starting materials: C(=O)OCC (Ethyl formate), NC1=NC=C(C(=N1)N1CCNCC1)OC1=CC=C(C=C1)Cl (2-amino-5-(4-chlorophenoxy)-4-(piperazino)pyrimidine). Solvent: CO (methanol). Run at time 16 hour. Yields the product NC1=NC=C(C(=N1)N1CCN(CC1)C=O)OC1=CC=C(C=C1)Cl (2-amino-5-(4-chlorophenoxy)-4-(4-formylpiperazino)pyrimidine). Isolated yield 53.0%. RXN SMILES: [CH:1](OCC)=[O:2].[NH2:6][C:7]1[N:12]=[C:11]([N:13]2[CH2:18][CH2:17][NH:16][CH2:15][CH2:14]2)[C:10]([O:19][C:20]2[CH:25]=[CH:24][C:23]([Cl:26])=[CH:22][CH:21]=2)=[CH:9][N:8]=1>CO>[NH2:6][C:7]1[N:12]=[C:11]([N:13]2[CH2:14][CH2:15][N:16]([CH:1]=[O:2])[CH2:17][CH2:18]2)[C:10]([O:19][C:20]2[CH:21]=[CH:22][C:23]([Cl:26])=[CH:24][CH:25]=2)=[CH:9][N:8]=1. Procedure details: Ethyl formate (Acros) (11 mL) was added to a solution of 2-amino-5-(4-chlorophenoxy)-4-(piperazino)pyrimidine (0.433 g, 1.41 mmoles) in methanol, and after 16 hours the solution was spin evaporated in vacuo to give a colorless syrup. The syrup was triturated under hexanes containing 1% ethyl acetate to give a solid that was collected and recrystallized from ethyl acetate to give 0.250 g (53% yield) of 2-amino-5-(4-chlorophenoxy)-4-(4-formylpiperazino)pyrimidine as white crystals, mp 159-161° C. Starting materials: FC1=CC=C(C=C1)C(N[C@H](CC)C1=CC=CC=C1)C1=CC(=CC=C1)[N+](=O)[O-] (N-[(4-fluorophenyl)-(3-nitrophenyl)methyl]-N-[(R)-1-phenylpropyl]amine), [BH4-].[Na+] (sodium borohydride). The product is FC1=CC=C(C=C1)C(C=1C=C(C=CC1)N)N[C@H](CC)C1=CC=CC=C1 (3-{(4-Fluorophenyl)-[(R)-1-phenylpropylamino]methyl}phenylamine). Reaction SMILES: [F:1][C:2]1[CH:7]=[CH:6][C:5]([CH:8]([C:19]2[CH:24]=[CH:23][CH:22]=[C:21]([N+:25]([O-])=O)[CH:20]=2)[NH:9][C@@H:10]([C:13]2[CH:18]=[CH:17][CH:16]=[CH:15][CH:14]=2)[CH2:11][CH3:12])=[CH:4][CH:3]=1.[BH4-].[Na+]>O.O.O.O.O.O.[Ni](Cl)Cl>[F:1][C:2]1[CH:3]=[CH:4][C:5]([CH:8]([NH:9][C@@H:10]([C:13]2[CH:14]=[CH:15][CH:16]=[CH:17][CH:18]=2)[CH2:11][CH3:12])[C:19]2[CH:20]=[C:21]([NH2:25])[CH:22]=[CH:23][CH:24]=2)=[CH:6][CH:7]=1 |f:1.2,3.4.5.6.7.8.9|. Reagents/catalysts: O.O.O.O.O.O.[Ni](Cl)Cl (nickel chloride hexahydrate). Procedure: Following a reaction and purification procedure similar to those described in Example (59b), 2.70 g of N-[(4-fluorophenyl)-(3-nitrophenyl)methyl]-N-[(R)-1-phenylpropyl]amine [prepared as described in step (a) above], 4.06 g of nickel chloride hexahydrate and 1.18 g of sodium borohydride were reacted, to obtain 778 mg of isomer A and 615 mg of isomer B of the title compound as yellow oils, respectively.